From a dataset of the Open Reaction Database (ORD), a public repository of structured organic reaction records. describe an organic reaction: reactants, conditions, products, and yield Reactants: CS(=O)(=O)OCC=1C(=NSC1C(F)(F)F)C1=CC(=C(C=C1)C)F ((3-(3-fluoro-4-methylphenyl)-5-(trifluoromethyl)isothiazol-4-yl)methyl methanesulfonate), OC1=C(C(=C(C=C1)CCC(=O)OCC)C)C (ethyl 3-(4-hydroxy-2,3-dimethylphenyl)propanoate). Product: FC=1C=C(C=CC1C)C1=NSC(=C1COC1=C(C(=C(C=C1)CCC(=O)O)C)C)C(F)(F)F (3-(4-[[3-(3-fluoro-4-methylphenyl)-5-(trifluoromethyl)-1,2-thiazol-4-yl]methoxy]-2,3-dimethylphenyl)propanoic acid). RXN SMILES: CS([O:5][CH2:6][C:7]1[C:8]([C:16]2[CH:21]=[CH:20][C:19]([CH3:22])=[C:18]([F:23])[CH:17]=2)=[N:9][S:10][C:11]=1[C:12]([F:15])([F:14])[F:13])(=O)=O.O[C:25]1[CH:30]=[CH:29][C:28]([CH2:31][CH2:32][C:33]([O:35]CC)=[O:34])=[C:27]([CH3:38])[C:26]=1[CH3:39]>>[F:23][C:18]1[CH:17]=[C:16]([C:8]2[C:7]([CH2:6][O:5][C:25]3[CH:30]=[CH:29][C:28]([CH2:31][CH2:32][C:33]([OH:35])=[O:34])=[C:27]([CH3:38])[C:26]=3[CH3:39])=[C:11]([C:12]([F:15])([F:14])[F:13])[S:10][N:9]=2)[CH:21]=[CH:20][C:19]=1[CH3:22]. Procedure: The title compound was prepared according to the procedure described in Example 1 starting following Step 5 and 6 coupling (3-(3-fluoro-4-methylphenyl)-5-(trifluoromethyl)isothiazol-4-yl)methyl methanesulfonate and ethyl 3-(4-hydroxy-2,3-dimethylphenyl)propanoate followed by hydrolysis to afford the desired product as an off-white solid. 1H NMR (300 MHz, CD3OD) δ 7.29-7.42 (m, 3H), 6.98 (d, J=8.4 Hz, 1H), 6.72 (d, J=8.4 Hz, 1H), 5.09 (s, 2H), 2.92 (t, J=7.5 Hz, 2H), 2.52 (t, J=7.5 Hz, 2H), 2.32 ... The reactants are C1(=CC=CC2=CC=CC=C12)OC([C@@H](NC([C@@H](NC(C1=CC=CC=C1)=O)CC1=CC=CC=C1)=O)CCCN(C(NC(=O)OCC1=CC=CC=C1)=N)C(=O)OCC1=CC=CC=C1)=O (benzoyl-L-phenylalanyl-Nδ,Nω -dibenzyloxycarbonyl-L-arginine 1-naphthyl ester), [H][H] (hydrogen), Cl.O1CCOCC1 (hydrochloric acid dioxane). The reagents and catalysts are [Pd] (Pd-C). Run in CN(C)C=O (DMF). Yields the product Cl.C1(=CC=CC2=CC=CC=C12)OC([C@@H](NC([C@@H](NC(C1=CC=CC=C1)=O)CC1=CC=CC=C1)=O)CCCNC(N)=N)=O (benzoyl-L-phenylalanyl-L-arginine 1-naphthyl ester hydrochloride). Yield: 92.0%. RXN SMILES: [C:1]1([O:11][C:12](=[O:61])[C@H:13]([CH2:34][CH2:35][CH2:36][N:37](C(OCC2C=CC=CC=2)=O)[C:38](=[NH:50])[NH:39]C(OCC2C=CC=CC=2)=O)[NH:14][C:15](=[O:33])[C@H:16]([CH2:26][C:27]2[CH:32]=[CH:31][CH:30]=[CH:29][CH:28]=2)[NH:17][C:18](=[O:25])[C:19]2[CH:24]=[CH:23][CH:22]=[CH:21][CH:20]=2)[C:10]2[C:5](=[CH:6][CH:7]=[CH:8][CH:9]=2)[CH:4]=[CH:3][CH:2]=1.[ClH:62].O1CCOCC1.[H][H]>CN(C=O)C.[Pd]>[ClH:62].[C:1]1([O:11][C:12](=[O:61])[C@H:13]([CH2:34][CH2:35][CH2:36][NH:37][C:38](=[NH:39])[NH2:50])[NH:14][C:15](=[O:33])[C@H:16]([CH2:26][C:27]2[CH:28]=[CH:29][CH:30]=[CH:31][CH:32]=2)[NH:17][C:18](=[O:25])[C:19]2[CH:24]=[CH:23][CH:22]=[CH:21][CH:20]=2)[C:10]2[C:5](=[CH:6][CH:7]=[CH:8][CH:9]=2)[CH:4]=[CH:3][CH:2]=1 |f:1.2,6.7|. Procedure details: In 10 ml of DMF was dissolved 1.07 g of the above ester, after which 0.5 g of 10% Pd-C and 1.65 ml of 2 N hydrochloric acid-dioxane solution were added thereto. The mixture was stirred with ice-cooling for 3 hrs while passing hydrogen gas therethrough. After the reaction, the reaction mixture was filtered to remove the Pd-C, and 500 ml of anhydrous diethyl ether was added to the filtrate. The white powder thus precipitated was collected and vacuum-dried over P2O5 at 110° C. for 3 hrs to obtain 7... Starting materials: BrC=1C=C2C(C3=C(C(=NC(=C3)Cl)F)OC2=CC1)=NS(=O)C(C)(C)C (N-(7-bromo-3-chloro-1-fluoro-5H-chromeno[2,3-c]pyridin-5-ylidene)-2-methylpropane-2-sulfinamide), [NH4+].[Cl-] (NH4Cl), C(CCC)[Li] (n-butyllithium), BrC1=C(C#N)C=CC=N1 (2-bromonicotinonitrile). Solvent: C1CCOC1 (THF), CCOC(=O)C (EtOAc), C1CCOC1 (THF). Run at time 2 minute. Product: BrC=1C=C2C(=CC1)OC=1C(=NC(=CC1C21N=C(C=2C1=NC=CC2)N)Cl)F (7-Bromo-3-chloro-1-fluorospiro[chromeno[2,3-c]pyridine-5,7′-pyrrolo[3,4-b]pyridin]-5′-amine). As a reaction SMILES: C([Li])CCC.Br[C:7]1[N:14]=[CH:13][CH:12]=[CH:11][C:8]=1[C:9]#[N:10].[Br:15][C:16]1[CH:17]=[C:18]2[C:29](=[CH:30][CH:31]=1)[O:28][C:21]1[C:22]([F:27])=[N:23][C:24]([Cl:26])=[CH:25][C:20]=1[C:19]2=[N:32]S(C(C)(C)C)=O.[NH4+].[Cl-]>C1COCC1.CCOC(C)=O>[Br:15][C:16]1[CH:17]=[C:18]2[C:19]3([C:7]4=[N:14][CH:13]=[CH:12][CH:11]=[C:8]4[C:9]([NH2:10])=[N:32]3)[C:20]3[CH:25]=[C:24]([Cl:26])[N:23]=[C:22]([F:27])[C:21]=3[O:28][C:29]2=[CH:30][CH:31]=1 |f:3.4|. Procedure details: A solution of n-butyllithium (102 μL, 0.164 mmol, Aldrich) was added dropwise to a solution of 2-bromonicotinonitrile (30 mg, 0.164 mmol, Aldrich) in THF (2 mL) at −95° C. under N2 atmosphere. After 1 min a solution of N-(7-bromo-3-chloro-1-fluoro-5H-chromeno[2,3-c]pyridin-5-ylidene)-2-methylpropane-2-sulfinamide (55 mg, 0.127 mmol, example 1b) in THF (1 mL) was added. After 2 min aqueous, saturated NH4Cl solution was added and the reaction mixture was allowed to warm to RT. EtOAc was added and ... Reactants: Cc1ccccc1-c1nc2c(C)cccc2cc1CCl, [H-], Nc1ncnc2[nH]nc(I)c12, [Na+], CN(C)C=O. Yields the product Cc1ccccc1-c1nc2c(C)cccc2cc1Cn1nc(I)c2c(N)ncnc21. RXN SMILES: [Cl:14][CH2:15][c:16]1[c:17](-[c:27]2[c:28]([CH3:33])[cH:29][cH:30][cH:31][cH:32]2)[n:18][c:19]2[c:20]([CH3:26])[cH:21][cH:22][cH:23][c:24]2[cH:25]1.[H-:13].[I:1][c:2]1[n:3][nH:4][c:5]2[n:6][cH:7][n:8][c:9]([NH2:11])[c:10]12.[Na+:12].[O:34]=[CH:35][N:36]([CH3:37])[CH3:38]>>[I:1][c:2]1[n:3][n:4]([CH2:15][c:16]2[c:17](-[c:27]3[c:28]([CH3:33])[cH:29][cH:30][cH:31][cH:32]3)[n:18][c:19]3[c:20]([CH3:26])[cH:21][cH:22][cH:23][c:24]3[cH:25]2)[c:5]2[n:6][cH:7][n:8][c:9]([NH2:11])[c:10]12. Reactants: COC(=O)SCCCN1C(NCC1C1=CC=CC=C1)=O (methyl-[3-(2-oxo-4-phenyl-3-imidazolidinyl)propylthio]formate), O.Cl.N[C@@H](CS)C(=O)O (L-cysteine hydrochloride hydrate). Procedure details: A solution of 3.3 g of methyl-[3-(2-oxo-4-phenyl-3-imidazolidinyl)propylthio]formate and 1.8 g of L-cysteine hydrochloride hydrate in 80 ml of methanol is refluxed under nitrogen for three hours. The solvent is removed in vacuo and the residue triturated with ether yielding a hygroscopic solid. The product is further purified by conversion to its 4-methyl benzene sulfonic acid salt, m.p. 172°-178° C. Run in CO (methanol). Reaction SMILES: COC([S:5][CH2:6][CH2:7][CH2:8][N:9]1[CH:13]([C:14]2[CH:19]=[CH:18][CH:17]=[CH:16][CH:15]=2)[CH2:12][NH:11][C:10]1=[O:20])=O.O.Cl.[NH2:23][C@H:24]([C:27]([OH:29])=[O:28])[CH2:25][SH:26]>CO>[O:20]=[C:10]1[N:9]([CH2:8][CH2:7][CH2:6][S:5][S:26][CH2:25][C@@H:24]([C:27]([OH:29])=[O:28])[NH2:23])[CH:13]([C:14]2[CH:15]=[CH:16][CH:17]=[CH:18][CH:19]=2)[CH2:12][NH:11]1 |f:1.2.3|. Yields the product O=C1NCC(N1CCCSSC[C@H](N)C(=O)O)C1=CC=CC=C1 (S-[3-(2-oxo-4-phenyl-3-imidazolidinyl)propylthio]cysteine).